Dataset: the Open Reaction Database (ORD), a public repository of structured organic reaction records. Task: describe an organic reaction: reactants, conditions, products, and yield Starting materials: ClC1=CC(=CC2=C1OC1=C2C(NCC1)C(=O)N(C)C)S(=O)(=O)C1=CC=CC=C1 (6-chloro-N,N-dimethyl-8-(phenylsulfonyl)-1,2,3,4-tetrahydrobenzofuro[3,2-c]pyridine-1-carboxamide), hydrochloride salt, Cl (HCl). The solvent is CO (methanol), CO (methanol). Product: Cl.ClC1=CC(=CC2=C1OC1=C2C(NCC1)C(=O)N(C)C)S(=O)(=O)C1=CC=CC=C1 (6-chloro-N,N-dimethyl-8-(phenylsulfonyl)-1,2,3,4-tetrahydrobenzofuro[3,2-c]pyridine-1-carboxamide hydrochloride). Isolated yield 219.6%. RXN SMILES: [Cl:1][C:2]1[C:7]2[O:8][C:9]3[CH2:14][CH2:13][NH:12][CH:11]([C:15]([N:17]([CH3:19])[CH3:18])=[O:16])[C:10]=3[C:6]=2[CH:5]=[C:4]([S:20]([C:23]2[CH:28]=[CH:27][CH:26]=[CH:25][CH:24]=2)(=[O:22])=[O:21])[CH:3]=1.Cl>CO>[ClH:1].[Cl:1][C:2]1[C:7]2[O:8][C:9]3[CH2:14][CH2:13][NH:12][CH:11]([C:15]([N:17]([CH3:19])[CH3:18])=[O:16])[C:10]=3[C:6]=2[CH:5]=[C:4]([S:20]([C:23]2[CH:28]=[CH:27][CH:26]=[CH:25][CH:24]=2)(=[O:22])=[O:21])[CH:3]=1 |f:3.4|. Reported procedure: The product of step C (60 mg, 0.12 mmol) was converted to the hydrochloride salt by dissolving in methanol and treating with 1.25 M HCl in methanol. The reaction mixture was concentrated in vacuo to give 6-chloro-N,N-dimethyl-8-(phenylsulfonyl)-1,2,3,4-tetrahydrobenzofuro[3,2-c]pyridine-1-carboxamide hydrochloride (60 mg, 94%, AUC HPLC>99%) as an off-white solid: mp <<MP data>>; 1H NMR (CD3OD, 400 MHz) δ 7.92-7.90 (m, 3H), 7.77-7.76 (m, 1H), 7.56-7.48 (m, 3H), 5.03 (s, 1H), 3.52-3.46 (m, 1H), 3.... Starting materials: BrCCCO (3-bromo-propanol), N[C@@H](CC1=CC=C2C=CC=CC2=C1)C(=O)O (Nal), C(=O)([O-])[O-].[K+].[K+] (K2CO3), C1(=CC=CC=C1)C(CNCC1=C(C(=CC=C1)C(F)(F)F)Cl)C1=CC=CC=C1 (N-(2,2-diphenylethyl)-N-(2-chloro-3-trifluoromethyl-benzyl)amine). Run in C(C)#N (acetonitrile). Conditions: temperature 85 celsius, time 1 hour. Yields the product C1(=CC=CC=C1)C(CN(CC1=C(C(=CC=C1)C(F)(F)F)Cl)CCCO)C1=CC=CC=C1 (N-(2,2-Diphenylethyl)-N-(3-hydroxy-propyl)-N-(2-chloro-3-trifluoromethyl-benzyl)amine). Isolated yield 45.4%. RXN SMILES: Br[CH2:2][CH2:3][CH2:4][OH:5].N[C@H](C(O)=O)CC1C=C2C(C=CC=C2)=CC=1.C([O-])([O-])=O.[K+].[K+].[C:28]1([CH:34]([C:49]2[CH:54]=[CH:53][CH:52]=[CH:51][CH:50]=2)[CH2:35][NH:36][CH2:37][C:38]2[CH:43]=[CH:42][CH:41]=[C:40]([C:44]([F:47])([F:46])[F:45])[C:39]=2[Cl:48])[CH:33]=[CH:32][CH:31]=[CH:30][CH:29]=1>C(#N)C>[C:49]1([CH:34]([C:28]2[CH:33]=[CH:32][CH:31]=[CH:30][CH:29]=2)[CH2:35][N:36]([CH2:2][CH2:3][CH2:4][OH:5])[CH2:37][C:38]2[CH:43]=[CH:42][CH:41]=[C:40]([C:44]([F:45])([F:46])[F:47])[C:39]=2[Cl:48])[CH:50]=[CH:51][CH:52]=[CH:53][CH:54]=1 |f:2.3.4|. Procedure details: To a stirring solution of 3-bromo-propanol (5.9 mL, 65.4 mmol) in acetonitrile (500 ml) was added Nal (19.6 g, 131 mmol) and K2CO3 (18.1 g, 131 mmol). The mixture was stirred at 85° C. for 1 h, and then N-(2,2-diphenylethyl)-N-(2-chloro-3-trifluoromethyl-benzyl)amine (34.0 g, 87.2 mmol) was added. The reaction mixture was heated at 85° C. overnight. Solvent was removed, the residue was washed with H2O, and extracted twice with EtOAc. The EtOAc extracts were dried over Na2SO4, filtered, and conce...